Dataset: the Open Reaction Database (ORD), a public repository of structured organic reaction records. Task: describe an organic reaction: reactants, conditions, products, and yield Reactants: C(C)(C)(C)OC(=O)NC1C(CCCC1)N (N-(tert-butoxycarbonyl)-1,2-cyclohexanediamine), C(C1=CC=CC=C1)OC(=O)NCCC=O (3-((benzyloxycarbonyl)amino)propionaldehyde), C(C)(=O)O[BH-](OC(C)=O)OC(C)=O.[Na+] (sodium triacetoxyborohydride), C(O)([O-])=O.[Na+] (sodium hydrogencarbonate). Run in C(Cl)Cl (methylene chloride), C(C)(=O)O (acetic acid), C(C)(=O)OCC (ethyl acetate). Reaction conditions: time 30 minute. Yields the product C(C1=CC=CC=C1)OC(=O)NCCCNC1C(CCCC1)NC(OC(C)(C)C)=O (tert-butyl (2-((3-((benzyloxycarbonyl)amino)propyl)amino)cyclohexyl)carbamate). Yield: 107.7%. RXN SMILES: [C:1]([O:5][C:6]([NH:8][CH:9]1[CH2:14][CH2:13][CH2:12][CH2:11][CH:10]1[NH2:15])=[O:7])([CH3:4])([CH3:3])[CH3:2].[CH2:16]([O:23][C:24]([NH:26][CH2:27][CH2:28][CH:29]=O)=[O:25])[C:17]1[CH:22]=[CH:21][CH:20]=[CH:19][CH:18]=1.C(O[BH-](OC(=O)C)OC(=O)C)(=O)C.[Na+].C(=O)([O-])O.[Na+]>C(Cl)Cl.C(OCC)(=O)C.C(O)(=O)C>[CH2:16]([O:23][C:24]([NH:26][CH2:27][CH2:28][CH2:29][NH:15][CH:10]1[CH2:11][CH2:12][CH2:13][CH2:14][CH:9]1[NH:8][C:6](=[O:7])[O:5][C:1]([CH3:4])([CH3:2])[CH3:3])=[O:25])[C:17]1[CH:22]=[CH:21][CH:20]=[CH:19][CH:18]=1 |f:2.3,4.5|. Reported procedure: To a solution of N-(tert-butoxycarbonyl)-1,2-cyclohexanediamine (200 mg) and 3-((benzyloxycarbonyl)amino)propionaldehyde (65 mg) in methylene chloride (4 mL), sodium triacetoxyborohydride (133 mg) and acetic acid (18 μL) were added at room temperature, and the mixture was stirred at the same temperature for 5 hours and 30 minutes. To the reaction mixture, ethyl acetate and saturated aqueous sodium hydrogencarbonate were added. The organic layer was separated, washed with saturated aqueous sodium... Reactants: C(C)(=O)O.C(=N)N (Formamidine acetate), NC1=C(C(=O)O)C=C(C=C1)OC (2-amino-5-methoxybenzoic acid). Solvent: COC(C)O (methoxy ethanol). Conditions: temperature 140 celsius, time 17 hour. The product is COC=1C=C2C(NC=NC2=CC1)=O (6-methoxyquinazolin-4(3H)-one). RXN SMILES: C(O)(=O)C.[CH:5]([NH2:7])=[NH:6].N[C:9]1[CH:17]=[CH:16][C:15]([O:18][CH3:19])=[CH:14][C:10]=1[C:11](O)=[O:12]>COC(O)C>[CH3:19][O:18][C:15]1[CH:14]=[C:10]2[C:9](=[CH:17][CH:16]=1)[N:7]=[CH:5][NH:6][C:11]2=[O:12] |f:0.1|. Procedure: Formamidine acetate (12.5 g, 119.6 mmol) was added to a stirred solution of 2-amino-5-methoxybenzoic acid (2.0 g, 119.6 mmol) in methoxy ethanol (40 mL) at RT. The reaction mixture was stirred at 140° C. (T oil bath) for ˜17 h. LC/MS showed completion of the reaction. The reaction cooled to RT and concentrated in vacuo. Aq. NaHCO3 solution was added to the concentrate and the precipitated solids were filtered (rinsing with water) to afford 6-methoxyquinazolin-4(3H)-one as off-white solid. MS [M+...